Dataset: the Open Reaction Database (ORD), a public repository of structured organic reaction records. Task: describe an organic reaction: reactants, conditions, products, and yield Starting materials: ClC1=NC(=CC(=C1[N+](=O)[O-])NC(CC)CC)C ((2-chloro-6-methyl-3-nitro-pyridin-4-yl)-(1-ethyl-propyl)-amine), ClC1=CC(=C(C(=C1)C)O)C (4-chloro-2,6-dimethylphenol), CC(C)([O-])C.[K+] (potassium tert-butoxide). Solvent: C1CCOC1 (THF). Conditions: time 8 hour. The product is ClC1=CC(=C(OC2=NC(=CC(=C2[N+](=O)[O-])NC(CC)CC)C)C(=C1)C)C ([2-(4-Chloro-2,6-dimethyl-phenoxy)-6-methyl-3-nitro-pyridin-4-yl]-(1-ethyl-propyl)-amine). Yield: 105.1%. RXN SMILES: Cl[C:2]1[C:7]([N+:8]([O-:10])=[O:9])=[C:6]([NH:11][CH:12]([CH2:15][CH3:16])[CH2:13][CH3:14])[CH:5]=[C:4]([CH3:17])[N:3]=1.[Cl:18][C:19]1[CH:24]=[C:23]([CH3:25])[C:22]([OH:26])=[C:21]([CH3:27])[CH:20]=1.CC(C)([O-])C.[K+]>C1COCC1>[Cl:18][C:19]1[CH:24]=[C:23]([CH3:25])[C:22]([O:26][C:2]2[C:7]([N+:8]([O-:10])=[O:9])=[C:6]([NH:11][CH:12]([CH2:15][CH3:16])[CH2:13][CH3:14])[CH:5]=[C:4]([CH3:17])[N:3]=2)=[C:21]([CH3:27])[CH:20]=1 |f:2.3|. Procedure: To a mixture of (2-chloro-6-methyl-3-nitro-pyridin-4-yl)-(1-ethyl-propyl)-amine (850 mg, 3.30 mmol) and 4-chloro-2,6-dimethylphenol (516 mg, 3.30 mmol) in 25 ml of dry THF was added potassium tert-butoxide (370 mg, 3.30 mmol) and the resulting mixture was stirred at room temperature overnight. The mixture was quenched with water and extracted with ethyl acetate. The organic layer was dried and concentrated to give a yellow solid (1.31 g). The solid was purified through silica gel column chromato...